Dataset: the Open Reaction Database (ORD), a public repository of structured organic reaction records. Task: describe an organic reaction: reactants, conditions, products, and yield The reactants are COc1cc(C#N)ccc1C=O, CC1=CN=C(C=C1)N, [C-]#[N+]C1CCCCC1. The reagents and catalysts are O=C(O)C(F)(F)F (trifluoroacetic acid). The solvent is CC(C)O (isopropyl alcohol), CC(C)O (isopropylalcohol). Reaction conditions: temperature 22 celsius, time 20 hour. The product is Cc1ccc2nc(c3ccc(C#N)cc3OC)c(NC3CCCCC3)n2c1. Yield: 3.2%. Reaction SMILES: CC1=CC=C(N)N=C1.[C-]#[N+]C1CCCCC1.COC1=CC(=CC=C1C=O)C#N>>COC1=CC(=CC=C1C1=C(NC2CCCCC2)N2C=C(C)C=CC2=N1)C#N.